This data is from the Open Reaction Database (ORD), a public repository of structured organic reaction records. The task is: describe an organic reaction: reactants, conditions, products, and yield Reactants: FC(C(=O)NC1=CC=C(C=C1)I)(F)F (2,2,2-trifluoro-N-(4-iodophenyl)acetamide), IC1=CC(=C(N)C=C1)C (4-iodo-2-methylaniline), C9H7F3INO. Yields the product FC(C(=O)NC1=C(C=C(C=C1)I)C)(F)F (2,2,2-trifluoro-N-(4-iodo-2-methylphenyl)acetamide). Reaction SMILES: [F:1][C:2]([F:14])([F:13])[C:3]([NH:5][C:6]1[CH:11]=[CH:10][C:9]([I:12])=[CH:8][CH:7]=1)=[O:4].I[C:16]1C=CC(N)=C(C)C=1>>[F:14][C:2]([F:1])([F:13])[C:3]([NH:5][C:6]1[CH:11]=[CH:10][C:9]([I:12])=[CH:8][C:7]=1[CH3:16])=[O:4]. Procedure details: Title compound was synthesized in a manner analogous to Intermediate 32 using 4-iodo-2-methylaniline as a substrate. ES/MS calcd. for C9H7F3INO 328.95. Found m/z=330 (M+H)+. Reactants: [Cl-], ClCCCl, O=C(O)c1ccc([N+](=O)[O-])cc1, Nc1nccs1, c1ccncc1. The product is O=C(Nc1nccs1)c1ccc([N+](=O)[O-])cc1. Reaction SMILES: [Cl-:13].[Cl:26][CH2:27][CH2:28][Cl:29].[N+:14](=[O:15])([O-:16])[c:17]1[cH:18][cH:19][c:20]([C:21](=[O:22])[OH:23])[cH:24][cH:25]1.[NH2:1][c:2]1[s:3][cH:4][cH:5][n:6]1.[cH:7]1[cH:8][cH:9][n:10][cH:11][cH:12]1>>[NH:1]([c:2]1[s:3][cH:4][cH:5][n:6]1)[C:21]([c:20]1[cH:19][cH:18][c:17]([N+:14](=[O:15])[O-:16])[cH:25][cH:24]1)=[O:22]. The reactants are 13.3, OC1[C@H](O)[C@@H](O)[C@H](O[C@H]2[C@H](O)[C@@H](O)[C@@H](O)[C@H](O2)CO)[C@H](O1)CO (lactose), OC1[C@H](O)[C@@H](O)[C@H](O[C@H]2[C@H](O)[C@@H](O)[C@@H](O)[C@H](O2)CO)[C@H](O1)CO (lactose). Run at time 15 minute. Reported procedure: In 30 ml of lactose solution having a concentration of 13.3 (W/V) % prepared by dissolving lactose in a 0.05 M acetate buffer solution of pH 4.5 was immersed 0.2-0.25 ml of an immobilized lactase. The reaction was allowed to proceed at 30° C. under reciprocating shaking (more than 100 rpm with an amplitude larger than 3.5 cm) for 15 minutes. Then the amount of glucose produced was determined with a glucose oxidase-peroxidase-dye system. The amount of enzyme which produces 1μ mol of glucose per m... The solvent is C(C)(=O)[O-] (acetate). RXN SMILES: [OH:1][CH:2]1[O:21][C@H:20]([CH2:22][OH:23])[C@@H:7]([O:8][C@@H]2O[C@H](CO)[C@H](O)[C@H](O)[C@H]2O)[C@H:5]([OH:6])[C@H:3]1[OH:4]>C([O-])(=O)C>[O:1]=[CH:2][C@@H:3]([C@H:5]([C@@H:7]([C@@H:20]([CH2:22][OH:23])[OH:21])[OH:8])[OH:6])[OH:4]. Yields the product O=C[C@H](O)[C@@H](O)[C@H](O)[C@H](O)CO (glucose). Reactants: B, Cc1cc(Br)ccc1C(=O)O, C1CCOC1, CSC. Product: Cc1cc(Br)ccc1CO. As a reaction SMILES: [BH3:4].[Br:5][c:6]1[cH:7][c:8]([CH3:15])[c:9]([C:10](=[O:11])[OH:12])[cH:13][cH:14]1.[CH2:16]1[O:17][CH2:18][CH2:19][CH2:20]1.[CH3:1][S:2][CH3:3]>>[Br:5][c:6]1[cH:7][c:8]([CH3:15])[c:9]([CH2:10][OH:11])[cH:13][cH:14]1. Starting materials: [Al+3], C1CCOC1, [H-], [H-], [H-], [H-], [Li+], CCOC(=O)CCc1c[nH]c2ccc([N+](=O)[O-])cc12. The product is O=[N+]([O-])c1ccc2[nH]cc(CCCO)c2c1. Reaction SMILES: [Al+3:2].[CH2:26]1[O:27][CH2:28][CH2:29][CH2:30]1.[H-:1].[H-:4].[H-:5].[H-:6].[Li+:3].[N+:7](=[O:8])([O-:9])[c:10]1[cH:11][c:12]2[c:13]([CH2:19][CH2:20][C:21](=[O:22])[O:23][CH2:24][CH3:25])[cH:14][nH:15][c:16]2[cH:17][cH:18]1>>[N+:7](=[O:8])([O-:9])[c:10]1[cH:11][c:12]2[c:13]([CH2:19][CH2:20][CH2:21][OH:22])[cH:14][nH:15][c:16]2[cH:17][cH:18]1.